describe an organic reaction: reactants, conditions, products, and yield From a dataset of the Open Reaction Database (ORD), a public repository of structured organic reaction records. Reactants: CN(C)C=O, C[Si](C)(C)CCl, O=C1COc2cc(F)c(N3C(=O)C4=C(CCCC4)C3=O)cc2N1, [H-], [I-], [Na+], [Na+], C1COCCOCCOCCOCCOCCO1. Yields the product C[Si](C)(C)CN1C(=O)COc2cc(F)c(N3C(=O)C4=C(CCCC4)C3=O)cc21. As a reaction SMILES: [CH3:52][N:53]([CH3:54])[CH:55]=[O:56].[Cl:46][CH2:47][Si:48]([CH3:49])([CH3:50])[CH3:51].[F:23][c:24]1[cH:25][c:26]2[c:27]([cH:33][c:34]1[N:35]1[C:36](=[O:45])[C:37]3=[C:42]([CH2:41][CH2:40][CH2:39][CH2:38]3)[C:43]1=[O:44])[NH:28][C:29](=[O:32])[CH2:30][O:31]2.[H-:1].[I-:4].[Na+:2].[Na+:3].[O:5]1[CH2:6][CH2:7][O:8][CH2:9][CH2:10][O:11][CH2:12][CH2:13][O:14][CH2:15][CH2:16][O:17][CH2:18][CH2:19][O:20][CH2:21][CH2:22]1>>[F:23][c:24]1[cH:25][c:26]2[c:27]([cH:33][c:34]1[N:35]1[C:36](=[O:45])[C:37]3=[C:42]([CH2:41][CH2:40][CH2:39][CH2:38]3)[C:43]1=[O:44])[N:28]([CH2:47][Si:48]([CH3:49])([CH3:50])[CH3:51])[C:29](=[O:32])[CH2:30][O:31]2. The reactants are ice water, [N-]=[N+]=[N-].[Na+] (NaN3), CuSO4.5H2O, C(#C)C=1SC=CC1 (2-ethynylthiophene), ClC1=CC=C(C=C1)I (1-chloro-4-iodobenzene), N1[C@H](C(=O)O)CCC1 (L-proline), C(=O)([O-])[O-].[Na+].[Na+] (Na2CO3), O=C1C(O)=C([O-])[C@H](O1)[C@@H](O)CO.[Na+] (sodium ascorbate). The solvent is CS(=O)C.O (DMSO H2O). Conditions: temperature 65 celsius, time 16 hour. Yields the product ClC1=CC=C(C=C1)N1N=NC(=C1)C=1SC=CC1 (1-(4-chloro-phenyl)-4-(thiophen-2-yl)-1H-1,2,3-triazole). Yield: 5.5%. RXN SMILES: [C:1]([C:3]1[S:4][CH:5]=[CH:6][CH:7]=1)#[CH:2].[Cl:8][C:9]1[CH:14]=[CH:13][C:12](I)=[CH:11][CH:10]=1.N1CCC[C@H]1C(O)=O.C([O-])([O-])=O.[Na+].[Na+].O=C1O[C@H]([C@H](CO)O)C([O-])=C1O.[Na+].[N-:43]=[N+:44]=[N-:45].[Na+]>CS(C)=O.O>[Cl:8][C:9]1[CH:14]=[CH:13][C:12]([N:43]2[CH:2]=[C:1]([C:3]3[S:4][CH:5]=[CH:6][CH:7]=3)[N:45]=[N:44]2)=[CH:11][CH:10]=1 |f:3.4.5,6.7,8.9,10.11|. Procedure details: A sealed tube was sequentially charged with 2-ethynylthiophene (250 mg, 2.31 mol), 1-chloro-4-iodobenzene (551 mg, 2.31 mmol, 1.0 eq.), L-proline (53 mg, 0.462 mmol, 0.2 eq.), Na2CO3 (50 mg, 0.462 mmol, 0.2 eq.), sodium ascorbate (91 mg, 0.462 mmol, 0.2 eq.), and 4 mL of DMSO:H2O (9:1). Then NaN3 (180 mg 2.77 mmol, 1.2 eq.) and CuSO4.5H2O (58 mg. 0.231 mmol, 0.1 eq.) were added, and the vessel was sealed. The suspension was stirred at 65° C. for 16 hours. The reaction mixture was then poured int... Reported procedure: To 5-chloro-7-morpholinothiazolo[4,5-d]pyrimidine-2-carbaldehyde 43 in 50 mL Toluene and 50 mL THF was added 30 mL of NH2Me (40% in water) and the mixture stirred under N2 for two days. The mixture was concentrated in vacuo and redissolved in 50 mL THF and 50 mL MeOH followed by the portionwise addition of 1.6 g (4.0 eq) NaBH4 and the reaction mixture stirred overnight at room temperature. Complete reaction was confirmed by LCMS and the mixture was concentrated in vacuo and purified by flash chr... Solvent: C1(=CC=CC=C1)C (Toluene), C1CCOC1 (THF). The product is ClC=1N=C(C2=C(N1)N=C(S2)CNC)N2CCOCC2 (1-(5-Chloro-7-morpholinothiazolo[4,5-d]pyrimidin-2-yl)-N-methylmethanamine). RXN SMILES: [Cl:1][C:2]1[N:3]=[C:4]([N:13]2[CH2:18][CH2:17][O:16][CH2:15][CH2:14]2)[C:5]2[S:10][C:9]([CH:11]=O)=[N:8][C:6]=2[N:7]=1.[NH2:19][CH3:20].CO.[BH4-].[Na+]>C1(C)C=CC=CC=1.C1COCC1>[Cl:1][C:2]1[N:3]=[C:4]([N:13]2[CH2:18][CH2:17][O:16][CH2:15][CH2:14]2)[C:5]2[S:10][C:9]([CH2:11][NH:19][CH3:20])=[N:8][C:6]=2[N:7]=1 |f:3.4|. Reaction conditions: time 2 day. The reactants are ClC=1N=C(C2=C(N1)N=C(S2)C=O)N2CCOCC2 (5-chloro-7-morpholinothiazolo[4,5-d]pyrimidine-2-carbaldehyde), NC (NH2Me), CO (MeOH), [BH4-].[Na+] (NaBH4). The reactants are ClC=1C=C(C=C(C1)Cl)S(=O)(=O)NC=1C=C2C=C(NC2=CC1)C(=O)OCC (ethyl 5-(3,5-dichloro-phenylsulphonylamino)-1H-indole-2-carboxylate), [OH-].[Na+] (sodium hydroxide). Run in O1CCCC1 (tetrahydrofuran), O (water), Cl (hydrochloric acid), O1CCCC1 (tetrahydrofuran). Conditions: time 48 hour. Yields the product ClC=1C=C(C=C(C1)Cl)S(=O)(=O)NC=1C=C2C=C(NC2=CC1)C(=O)O (5-(3,5-dichloro-phenylsulphonylamino)-1H-indol-2-carboxylic acid). RXN SMILES: [Cl:1][C:2]1[CH:3]=[C:4]([S:9]([NH:12][C:13]2[CH:14]=[C:15]3[C:19](=[CH:20][CH:21]=2)[NH:18][C:17]([C:22]([O:24]CC)=[O:23])=[CH:16]3)(=[O:11])=[O:10])[CH:5]=[C:6]([Cl:8])[CH:7]=1.[OH-].[Na+]>O1CCCC1.O.Cl>[Cl:1][C:2]1[CH:3]=[C:4]([S:9]([NH:12][C:13]2[CH:14]=[C:15]3[C:19](=[CH:20][CH:21]=2)[NH:18][C:17]([C:22]([OH:24])=[O:23])=[CH:16]3)(=[O:10])=[O:11])[CH:5]=[C:6]([Cl:8])[CH:7]=1 |f:1.2|. Reported procedure: 100 mg ethyl 5-(3,5-dichloro-phenylsulphonylamino)-1H-indole-2-carboxylate are dissolved in 2 ml of tetrahydrofuran and combined with 2 ml of 1 N sodium hydroxide solution. The mixture is stirred for 48 hours at ambient temperature, the tetrahydrofuran is eliminated in vacuo, the residue is diluted with water, and 1 N hydrochloric acid is added until the pH is 2. The precipitated solid is suction filtered, washed with water and dried in vacuo. Reactants: COC1=C(COCCCOC2=CC=C(C=C2)C2C(CN(CC2)C(=O)OC(C)(C)C)OCCOS(=O)(=O)C2=CC=C(C=C2)C)C=CC=C1 (tert-butyl 4-{4-[3-(2-methoxybenzyloxy)propoxy]phenyl}-3-[2-(toluene-4-sulphonyloxy)ethoxy]piperidine-1-carboxylate), OC1=C(C=CC=C1C)CCNC(C)=O (N-[2-(2-hydroxy-3-methylphenyl)ethyl]acetamide). The product is C(C)(=O)NCCC1=C(OCCOC2CN(CCC2C2=CC=C(C=C2)OCCCOCC2=C(C=CC=C2)OC)C(=O)OC(C)(C)C)C(=CC=C1)C (tert-Butyl 3-{2-[2-(2-acetylaminoethyl)-6-methylphenoxy]ethoxy}-4-{4-[3-(2-methoxybenzyloxy)propoxy]phenyl}piperidine-1-carboxylate). As a reaction SMILES: [CH3:1][O:2][C:3]1[CH:47]=[CH:46][CH:45]=[CH:44][C:4]=1[CH2:5][O:6][CH2:7][CH2:8][CH2:9][O:10][C:11]1[CH:16]=[CH:15][C:14]([CH:17]2[CH2:22][CH2:21][N:20]([C:23]([O:25][C:26]([CH3:29])([CH3:28])[CH3:27])=[O:24])[CH2:19][CH:18]2[O:30][CH2:31][CH2:32][O:33]S(C2C=CC(C)=CC=2)(=O)=O)=[CH:13][CH:12]=1.O[C:49]1[C:54]([CH3:55])=[CH:53][CH:52]=[CH:51][C:50]=1[CH2:56][CH2:57][NH:58][C:59](=[O:61])[CH3:60]>>[C:59]([NH:58][CH2:57][CH2:56][C:50]1[CH:51]=[CH:52][CH:53]=[C:54]([CH3:55])[C:49]=1[O:33][CH2:32][CH2:31][O:30][CH:18]1[CH:17]([C:14]2[CH:13]=[CH:12][C:11]([O:10][CH2:9][CH2:8][CH2:7][O:6][CH2:5][C:4]3[CH:44]=[CH:45][CH:46]=[CH:47][C:3]=3[O:2][CH3:1])=[CH:16][CH:15]=2)[CH2:22][CH2:21][N:20]([C:23]([O:25][C:26]([CH3:29])([CH3:28])[CH3:27])=[O:24])[CH2:19]1)(=[O:61])[CH3:60]. Procedure: Analogously to Method G, 0.36 g of tert-butyl 4-{4-[3-(2-methoxybenzyloxy)propoxy]phenyl}-3-[2-(toluene-4-sulphonyloxy)ethoxy]piperidine-1-carboxylate (Example 14b) and 0.21 g of N-[2-(2-hydroxy-3-methylphenyl)ethyl]acetamide are reacted. The title compound is obtained as a yellow oil. Rf=0.47 (EtOAc); Rt=5.75.